This data is from the Open Reaction Database (ORD), a public repository of structured organic reaction records. The task is: describe an organic reaction: reactants, conditions, products, and yield Reactants: C(=O)O (formic acid), [N+](#[C-])CC(=O)OC (methyl isocyanoacetate), CC(C)([O-])C.[K+] (potassium t-butoxide), 1,1-carbonyldimidazole, [N+](#[C-])CC(=O)OC (methyl isocyanoacetate). Run in C1CCOC1 (THF), C1CCOC1 (THF), C1CCOC1 (THF). Run at time 1.5 hour. The product is O1C=NC(=C1)C(=O)OC (methyl 4-oxazolecarboxylate). Isolated yield 37.0%. RXN SMILES: [CH:1](O)=[O:2].[N+:4]([CH2:6][C:7]([O:9][CH3:10])=[O:8])#[C-:5].CC(C)([O-])C.[K+]>C1COCC1>[O:2]1[CH:1]=[C:6]([C:7]([O:9][CH3:10])=[O:8])[N:4]=[CH:5]1 |f:2.3|. Procedure: To a suspension of 1,1-carbonyldimidazole (90 g, 0.555 mol) in 400 ml of THF at 0° C. was added dropwise formic acid 25.5 g (0.555 mol) in 100 ml of THF over a 15 min period. The mixture was warmed to room temperature and stirred for 1.5 h. The resulting solution was added via canula to the anion of methyl isocyanoacetate (generated by addition of the methyl isocyanoacetate in 75 ml of THF to a suspension of potassium t-butoxide at 0° C. and stirring for 15 min) at 0° C. During the addition (exo...